Dataset: the Open Reaction Database (ORD), a public repository of structured organic reaction records. Task: describe an organic reaction: reactants, conditions, products, and yield Starting materials: C([O-])([O-])=O.[Ca+2] (calcium carbonate), C(=S)(Cl)Cl (thiophosgene), C(C)(C)(C)OC(=O)N1C(CCCC1)CCOC1=C(C(NC2=CC(=C(C=C12)N)Cl)=O)C1=CC(=CC(=C1)C)C (2-{2-[6-amino-7-chloro-3-(3,5-dimethylphenyl)-2-oxo-1,2-dihydro-quinolin-4-yloxy]-ethyl}-piperidine-1-carboxylic acid tert-butyl ester). Run in O.C(Cl)(Cl)Cl (water chloroform). The product is C(C)(C)(C)OC(=O)N1C(CCCC1)CCOC1=C(C(NC2=CC(=C(C=C12)N=C=S)Cl)=O)C1=CC(=CC(=C1)C)C (2-{2-[7-chloro-3-(3,5-dimethylphenyl)-6-isothiocyanato-2-oxo-1,2-dihydroquinolin-4-yloxy]-ethyl}-piperidine-1-carboxylic acid tert-butyl ester). RXN SMILES: C(=O)([O-])[O-].[Ca+2].[C:6](Cl)(Cl)=[S:7].[C:10]([O:14][C:15]([N:17]1[CH2:22][CH2:21][CH2:20][CH2:19][CH:18]1[CH2:23][CH2:24][O:25][C:26]1[C:35]2[C:30](=[CH:31][C:32]([Cl:37])=[C:33]([NH2:36])[CH:34]=2)[NH:29][C:28](=[O:38])[C:27]=1[C:39]1[CH:44]=[C:43]([CH3:45])[CH:42]=[C:41]([CH3:46])[CH:40]=1)=[O:16])([CH3:13])([CH3:12])[CH3:11]>O.C(Cl)(Cl)Cl>[C:10]([O:14][C:15]([N:17]1[CH2:22][CH2:21][CH2:20][CH2:19][CH:18]1[CH2:23][CH2:24][O:25][C:26]1[C:35]2[C:30](=[CH:31][C:32]([Cl:37])=[C:33]([N:36]=[C:6]=[S:7])[CH:34]=2)[NH:29][C:28](=[O:38])[C:27]=1[C:39]1[CH:40]=[C:41]([CH3:46])[CH:42]=[C:43]([CH3:45])[CH:44]=1)=[O:16])([CH3:11])([CH3:13])[CH3:12] |f:0.1,4.5|. Reported procedure: To a stirred suspension of calcium carbonate (320 mg) and thiophosgene (120 mg) in 10 mL water:chloroform (1:1) at 0° C. was added 2-{2-[6-amino-7-chloro-3-(3,5-dimethylphenyl)-2-oxo-1,2-dihydro-quinolin-4-yloxy]-ethyl}-piperidine-1-carboxylic acid tert-butyl ester (450 mg, prepared essentially as described in Example 1) and the mixture stirred at low temperature. After 2 hours the reaction was quenched by the addition of 10% hydrochloric acid and stirring continued until the gas evolution cease... The reactants are FC=1C=C(C=C(C1OC1CCNCC1)F)C=1CCC(NN1)=O (6-[3,5-difluoro-4-(piperidin-4-yloxy)-phenyl]-4,5-dihydro-2H-pyridazin-3-one), C1(CCC1)=O (Cyclobutanone), C(#N)[BH3-].[Na+] (sodium cyanoborohydride), C(C)(=O)O (acetic acid). Run in CN(C)C=O (DMF), CO (MeOH). Yields the product C1(CCC1)N1CCC(CC1)OC1=C(C=C(C=C1F)C=1CCC(NN1)=O)F (6-[4-(1-cyclobutyl-piperidin-4-yloxy)-3,5-difluoro-phenyl]-4,5-dihydro-2H-pyridazin-3-one). The yield is 27.5%. As a reaction SMILES: [F:1][C:2]1[CH:3]=[C:4]([C:16]2[CH2:17][CH2:18][C:19](=[O:22])[NH:20][N:21]=2)[CH:5]=[C:6]([F:15])[C:7]=1[O:8][CH:9]1[CH2:14][CH2:13][NH:12][CH2:11][CH2:10]1.[C:23]1(=O)[CH2:26][CH2:25][CH2:24]1.C([BH3-])#N.[Na+].C(O)(=O)C>CN(C=O)C.CO>[CH:23]1([N:12]2[CH2:13][CH2:14][CH:9]([O:8][C:7]3[C:2]([F:1])=[CH:3][C:4]([C:16]4[CH2:17][CH2:18][C:19](=[O:22])[NH:20][N:21]=4)=[CH:5][C:6]=3[F:15])[CH2:10][CH2:11]2)[CH2:26][CH2:25][CH2:24]1 |f:2.3|. Procedure details: A solution of 6-[3,5-difluoro-4-(piperidin-4-yloxy)-phenyl]-4,5-dihydro-2H-pyridazin-3-one (350 mg, 1.1 mmol) in a mixture of DMF (2 mL) and MeOH (9 mL) was stirred under argon. Cyclobutanone (0.38 mL, 5 mmol), sodium cyanoborohydride (0.53 g, 8.45 mmol) and acetic acid (0.4 mL, 7 mmol) were added sequentially and stirred at 60° C. for 3 h. The reaction mixture was concentrated at reduced pressure and partitioned between aqueous 1M sodium carbonate solution and methylene chloride. The aqueous la... Reactants: CCCCOc1ccc(C(=O)O)cc1, CN(C)C1CCN(c2ccc(C(=O)NN)cc2)C1, CCN(C(C)C)C(C)C, CN(C)C=O, O. Product: CCCCOc1ccc(C(=O)NNC(=O)c2ccc(N3CCC(N(C)C)C3)cc2)cc1. RXN SMILES: [CH2:1]([CH2:2][CH2:3][CH3:4])[O:5][c:6]1[cH:7][cH:8][c:9]([C:10](=[O:11])[OH:12])[cH:13][cH:14]1.[CH3:29][N:30]([CH:31]1[CH2:32][N:33]([c:36]2[cH:37][cH:38][c:39]([C:40](=[O:41])[NH:42][NH2:43])[cH:44][cH:45]2)[CH2:34][CH2:35]1)[CH3:46].[CH:20]([N:21]([CH2:22][CH3:23])[CH:24]([CH3:25])[CH3:26])([CH3:27])[CH3:28].[O:15]=[CH:16][N:17]([CH3:18])[CH3:19].[OH2:47]>>[CH2:1]([CH2:2][CH2:3][CH3:4])[O:5][c:6]1[cH:7][cH:8][c:9]([C:10](=[O:12])[NH:43][NH:42][C:40]([c:39]2[cH:38][cH:37][c:36]([N:33]3[CH2:32][CH:31]([N:30]([CH3:29])[CH3:46])[CH2:35][CH2:34]3)[cH:45][cH:44]2)=[O:41])[cH:13][cH:14]1. Starting materials: O=C1C2=C(SC(=C1)C(=O)O)OC=C2 (4-oxo-4H-furano[2,3-b]thiopyran-6-carboxylic acid), C(=O)(N1C=NC=C1)N1C=NC=C1 (carbonyldimidazole). The solvent is O1CCCC1 (tetrahydrofuran). Product: CN(C(=O)C1=CC(C2=C(S1)OC=C2)=O)C (N,N-Dimethyl-4-oxo-4H-furano[2,3-b]thiopyran-6-carboxamide). Reaction SMILES: [O:1]=[C:2]1[CH:7]=[C:6]([C:8](O)=[O:9])[S:5][C:4]2[O:11][CH:12]=[CH:13][C:3]1=2.[C:14](N1C=CN=C1)([N:16]1C=CN=[CH:17]1)=O>O1CCCC1>[CH3:14][N:16]([CH3:17])[C:8]([C:6]1[S:5][C:4]2[O:11][CH:12]=[CH:13][C:3]=2[C:2](=[O:1])[CH:7]=1)=[O:9]. Reported procedure: To a stirred solution of 4-oxo-4H-furano[2,3-b]thiopyran-6-carboxylic acid (9.9 g, 0.05 mol) in tetrahydrofuran (50 ml) was added carbonyldimidazole (8.9 g, 0.055 mol). The mixture was stirred at ambient temperature for 3/4 hr. Anhydrous dimethylamine was bubbled into the reaction mixture at 0° C. The reaction was stirred at 0° C. for 3/4 hr. and the solvents were evaporated in vacuo. The residue was treated with H2O (150 ml) and the solid that separated was collected and dried in vacuo. Reactants: C1(=CC=CC=C1)N1N=C(C=C1C=1SC=CC1)CCC=O (3-(1-phenyl-5-(thiophene-2-yl)-1H-pyrazol-3-yl)-propanal), [BH-](OC(=O)C)(OC(=O)C)OC(=O)C.[Na+] (NaBH(OAc)3), ClC1=CC=C(C=C1)N1CCNCC1 (1-(4-chlorophenyl)piperazine), CCN(C(C)C)C(C)C (DIPEA). Product: ClC1=CC=C(C=C1)N1CCN(CC1)CCCC1=NN(C(=C1)C=1SC=CC1)C1=CC=CC=C1 (1-(4-chlorophenyl)-4-(3-(1-phenyl-5-(thiophene-2-yl)-1H-pyrazol-3-yl)propyl)piperazine). As a reaction SMILES: [C:1]1([N:7]2[C:11]([C:12]3[S:13][CH:14]=[CH:15][CH:16]=3)=[CH:10][C:9]([CH2:17][CH2:18][CH:19]=O)=[N:8]2)[CH:6]=[CH:5][CH:4]=[CH:3][CH:2]=1.[Cl:21][C:22]1[CH:27]=[CH:26][C:25]([N:28]2[CH2:33][CH2:32][NH:31][CH2:30][CH2:29]2)=[CH:24][CH:23]=1.CCN(C(C)C)C(C)C.[BH-](OC(C)=O)(OC(C)=O)OC(C)=O.[Na+]>>[Cl:21][C:22]1[CH:23]=[CH:24][C:25]([N:28]2[CH2:33][CH2:32][N:31]([CH2:19][CH2:18][CH2:17][C:9]3[CH:10]=[C:11]([C:12]4[S:13][CH:14]=[CH:15][CH:16]=4)[N:7]([C:1]4[CH:6]=[CH:5][CH:4]=[CH:3][CH:2]=4)[N:8]=3)[CH2:30][CH2:29]2)=[CH:26][CH:27]=1 |f:3.4|. Procedure details: 55 mg (78%) of target compound was obtained by using a method same as in Example 1 by using 3-(1-phenyl-5-(thiophene-2-yl)-1H-pyrazol-3-yl)-propanal (40 mg, 0.142 mmol), 1-(4-chlorophenyl)piperazine (38 mg, 0.142 mmol), DIPEA (0.040 mL, 0.213 mmol) and NaBH(OAc)3 (90 mg, 0.573 mmol). The reactants are O=C([O-])[O-], CCO, Cc1ccccc1, CC1C(c2cc(C(F)(F)F)cc(C(F)(F)F)c2)OC(=O)N1Cc1nc(Cl)ccc1Br, O=[N+]([O-])c1ccc(F)c(B(O)O)c1, [Na+], [Na+], O, [Pd], c1ccc(P(c2ccccc2)c2ccccc2)cc1, c1ccc(P(c2ccccc2)c2ccccc2)cc1, c1ccc(P(c2ccccc2)c2ccccc2)cc1, c1ccc(P(c2ccccc2)c2ccccc2)cc1. Yields the product CC1C(c2cc(C(F)(F)F)cc(C(F)(F)F)c2)OC(=O)N1Cc1nc(Cl)ccc1-c1cc([N+](=O)[O-])ccc1F. Reaction SMILES: [C:44](=[O:45])([O-:46])[O-:47].[CH3:51][CH2:52][OH:53].[CH3:54][c:55]1[cH:56][cH:57][cH:58][cH:59][cH:60]1.[F:1][C:2]([c:3]1[cH:4][c:5]([CH:13]2[CH:14]([CH3:28])[N:15]([CH2:19][c:20]3[n:21][c:22]([Cl:27])[cH:23][cH:24][c:25]3[Br:26])[C:16](=[O:18])[O:17]2)[cH:6][c:7]([C:9]([F:10])([F:11])[F:12])[cH:8]1)([F:29])[F:30].[F:31][c:32]1[c:33]([B:41]([OH:42])[OH:43])[cH:34][c:35]([N+:38](=[O:39])[O-:40])[cH:36][cH:37]1.[Na+:48].[Na+:49].[OH2:50].[Pd:61].[c:100]1([P:101]([c:102]2[cH:103][cH:104][cH:105][cH:106][cH:107]2)[c:108]2[cH:109][cH:110][cH:111][cH:112][cH:113]2)[cH:114][cH:115][cH:116][cH:117][cH:118]1.[c:119]1([P:120]([c:121]2[cH:122][cH:123][cH:124][cH:125][cH:126]2)[c:127]2[cH:128][cH:129][cH:130][cH:131][cH:132]2)[cH:133][cH:134][cH:135][cH:136][cH:137]1.[c:62]1([P:63]([c:64]2[cH:65][cH:66][cH:67][cH:68][cH:69]2)[c:70]2[cH:71][cH:72][cH:73][cH:74][cH:75]2)[cH:76][cH:77][cH:78][cH:79][cH:80]1.[c:81]1([P:82]([c:83]2[cH:84][cH:85][cH:86][cH:87][cH:88]2)[c:89]2[cH:90][cH:91][cH:92][cH:93][cH:94]2)[cH:95][cH:96][cH:97][cH:98][cH:99]1>>[F:1][C:2]([c:3]1[cH:4][c:5]([CH:13]2[CH:14]([CH3:28])[N:15]([CH2:19][c:20]3[n:21][c:22]([Cl:27])[cH:23][cH:24][c:25]3-[c:33]3[c:32]([F:31])[cH:37][cH:36][c:35]([N+:38](=[O:39])[O-:40])[cH:34]3)[C:16](=[O:18])[O:17]2)[cH:6][c:7]([C:9]([F:10])([F:11])[F:12])[cH:8]1)([F:29])[F:30]. The reactants are O=C1C2=C(N=CN2C)N(C(=O)N1CCCCC(=O)C)C, [Zn].O=S(O)CC(F)(F)F. Reagents/catalysts: OOC(C)(C)C. Run in O, FC=1C(F)=C(F)C(=C(F)C1F)C(F)(F)F. Reaction conditions: temperature 50 celsius, time 18 hour. The product is O=C1C2=C(N=C(N2C)CC(F)(F)F)N(C(=O)N1CCCCC(=O)C)C. Isolated yield 44.0%.